From a dataset of the Open Reaction Database (ORD), a public repository of structured organic reaction records. describe an organic reaction: reactants, conditions, products, and yield RXN SMILES: [O:1]1[C:7]2[CH:8]=[CH:9][CH:10]=[CH:11][C:6]=2[C:5](=[O:12])[NH:4][CH:3]=[CH:2]1.[H-].[Na+].[Br:15][CH2:16][CH2:17][CH2:18][CH2:19][CH2:20]Br>CN(C)C=O>[Br:15][CH2:16][CH2:17][CH2:18][CH2:19][CH2:20][N:4]1[C:5](=[O:12])[C:6]2[CH:11]=[CH:10][CH:9]=[CH:8][C:7]=2[O:1][CH:2]=[CH:3]1 |f:1.2|. Reaction conditions: time 30 minute. The reactants are resultant mixture, O1C=CNC(C2=C1C=CC=C2)=O (4,5-dihydro-1,4-benzoxazepin-5-one), BrCCCCCBr (1,5-dibromopentane), [H-].[Na+] (sodium hydride). Run in CN(C=O)C (dimethylformamide). Reported procedure: 250 mg of 4,5-dihydro-1,4-benzoxazepin-5-one was dissolved in 15 ml of dimethylformamide, then 74 mg (1.2 equivalents) of 60% sodium hydride was added under ice cooling. This was agitated for 30 minutes, then 0.51 ml (2.4 equivalents) of 1,5-dibromopentane was added and the resultant mixture was agitated at room temperature for 6 hours. Product: BrCCCCCN1C=COC2=C(C1=O)C=CC=C2 (4-(5-bromopentyl)-4,5-dihydro-1,4-benzoxazepin-5-one). Yields the product C(#N)C=1N=C(OC1)C=1C=C(C=CC1)N1C(C2=C(N3CCC[C@H]3C1)N=C(N=C2)SC)=O ((S)-5-[3-(4-cyano-1,3-oxazol-2-yl)phenyl]-9-methylthio-1,2,3,3a,4,5-hexahydro-5,8,10,10b-tetraazabenzo[e]azulen-6-one). Reported procedure: (S)-2-[3-(9-Methylthio-6-oxo-2,3,3a,4-tetrahydro-1H,6H-5,8,10,10b-tetraazabenzo[e]azulen-5-yl)phenyl]-1,3-oxazole-4-carboxamide (211 mg, 0.483 mmol) obtained in Step 1 was dissolved in pyridine (3 mL), and the mixture was stirred at 90° C. for 3.5 hours after adding p-toluenesulfonyl chloride (395 mg, 2.07 mmol). The mixture was diluted by addition of chloroform, and washed with 1 mol/L hydrochloric acid and saturated brine. The organic layer was dried over anhydrous magnesium sulfate, and the r... Reactants: C1(=CC=C(C=C1)S(=O)(=O)Cl)C (p-toluenesulfonyl chloride), CSC=1N=CC2=C(N3CCC[C@H]3CN(C2=O)C=2C=C(C=CC2)C=2OC=C(N2)C(=O)N)N1 ((S)-2-[3-(9-methylthio-6-oxo-2,3,3a,4-tetrahydro-1H,6H-5,8,10,10b-tetraazabenzo[e]azulen-5-yl)phenyl]-1,3-oxazole-4-carboxamide), C(Cl)(Cl)Cl (chloroform). Conditions: temperature 90 celsius, time 3.5 hour. Solvent: N1=CC=CC=C1 (pyridine). Isolated yield 76.7%. Reaction SMILES: [CH3:1][S:2][C:3]1[N:4]=[CH:5][C:6]2[C:15](=[O:16])[N:14]([C:17]3[CH:18]=[C:19]([C:23]4[O:24][CH:25]=[C:26]([C:28]([NH2:30])=O)[N:27]=4)[CH:20]=[CH:21][CH:22]=3)[CH2:13][C@H:12]3[N:8]([CH2:9][CH2:10][CH2:11]3)[C:7]=2[N:31]=1.C1(C)C=CC(S(Cl)(=O)=O)=CC=1.C(Cl)(Cl)Cl>N1C=CC=CC=1>[C:28]([C:26]1[N:27]=[C:23]([C:19]2[CH:18]=[C:17]([N:14]3[CH2:13][C@H:12]4[N:8]([CH2:9][CH2:10][CH2:11]4)[C:7]4[N:31]=[C:3]([S:2][CH3:1])[N:4]=[CH:5][C:6]=4[C:15]3=[O:16])[CH:22]=[CH:21][CH:20]=2)[O:24][CH:25]=1)#[N:30].